From a dataset of the Open Reaction Database (ORD), a public repository of structured organic reaction records. describe an organic reaction: reactants, conditions, products, and yield Starting materials: Cc1cc2ncc3nc(-c4ccccc4)c(O)nc3n2n1, ClC(Cl)Cl, CN(C)C=O. Product: Cc1cc2ncc3nc(-c4ccccc4)c(Cl)nc3n2n1. As a reaction SMILES: [CH3:1][c:2]1[cH:3][c:4]2[n:5]([c:6]3[n:7][c:8]([OH:20])[c:9](-[c:14]4[cH:15][cH:16][cH:17][cH:18][cH:19]4)[n:10][c:11]3[cH:12][n:13]2)[n:21]1.[Cl:27][CH:28]([Cl:29])[Cl:30].[O:22]=[CH:23][N:24]([CH3:25])[CH3:26]>>[CH3:1][c:2]1[cH:3][c:4]2[n:5]([c:6]3[n:7][c:8]([Cl:27])[c:9](-[c:14]4[cH:15][cH:16][cH:17][cH:18][cH:19]4)[n:10][c:11]3[cH:12][n:13]2)[n:21]1. Reactants: O=S(=O)(c1ccc(Br)s1)N1CCCC1, O=C([O-])[O-], C1COCCO1, CC1(C)OB(c2cc(C(N)=O)c3[nH]cc(C4CCS(=O)(=O)C(C)(C)C4)c3c2)OC1(C)C, [K+], [K+], O. Yields the product CC1(C)CC(c2c[nH]c3c(C(N)=O)cc(-c4ccc(S(=O)(=O)N5CCCC5)s4)cc23)CCS1(=O)=O. As a reaction SMILES: [Br:32][c:33]1[cH:34][cH:35][c:36]([S:38](=[O:39])(=[O:40])[N:41]2[CH2:42][CH2:43][CH2:44][CH2:45]2)[s:37]1.[C:46](=[O:47])([O-:48])[O-:49].[CH2:52]1[O:53][CH2:54][CH2:55][O:56][CH2:57]1.[CH3:1][C:2]1([CH3:31])[S:3](=[O:29])(=[O:30])[CH2:4][CH2:5][CH:6]([c:8]2[cH:9][nH:10][c:11]3[c:12]([C:26](=[O:27])[NH2:28])[cH:13][c:14]([B:17]4[O:18][C:19]([CH3:20])([CH3:21])[C:22]([CH3:23])([CH3:24])[O:25]4)[cH:15][c:16]23)[CH2:7]1.[K+:50].[K+:51].[OH2:58]>>[CH3:1][C:2]1([CH3:31])[S:3](=[O:29])(=[O:30])[CH2:4][CH2:5][CH:6]([c:8]2[cH:9][nH:10][c:11]3[c:12]([C:26](=[O:27])[NH2:28])[cH:13][c:14](-[c:33]4[cH:34][cH:35][c:36]([S:38](=[O:39])(=[O:40])[N:41]5[CH2:42][CH2:43][CH2:44][CH2:45]5)[s:37]4)[cH:15][c:16]23)[CH2:7]1. Reactants: CC(C)(C)OC(=O)N1CCC2CN(c3cnc(Br)c(COS(C)(=O)=O)c3)CC21, [C-]#N, CN(C)C=O, [K+]. Product: CC(C)(C)OC(=O)N1CCC2CN(c3cnc(Br)c(CC#N)c3)CC21. Reaction SMILES: [Br:1][c:2]1[c:3]([CH2:23][O:24][S:25]([CH3:26])(=[O:27])=[O:28])[cH:4][c:5]([N:8]2[CH2:9][CH:10]3[N:11]([C:16](=[O:17])[O:18][C:19]([CH3:20])([CH3:21])[CH3:22])[CH2:12][CH2:13][CH:14]3[CH2:15]2)[cH:6][n:7]1.[C-:29]#[N:30].[CH3:32][N:33]([CH3:34])[CH:35]=[O:36].[K+:31]>>[Br:1][c:2]1[c:3]([CH2:23][C:29]#[N:30])[cH:4][c:5]([N:8]2[CH2:9][CH:10]3[N:11]([C:16](=[O:17])[O:18][C:19]([CH3:20])([CH3:21])[CH3:22])[CH2:12][CH2:13][CH:14]3[CH2:15]2)[cH:6][n:7]1.